This data is from the Open Reaction Database (ORD), a public repository of structured organic reaction records. The task is: describe an organic reaction: reactants, conditions, products, and yield The reactants are CC(=O)O[BH-](OC(C)=O)OC(C)=O, O=C([O-])O, COC(C=O)OC, CCOC(C)=O, NCc1ccc(F)cc1, [Na+], [Na+], C1CCOC1. Product: COC(CNCc1ccc(F)cc1)OC. RXN SMILES: [C:17]([O:18][BH-:19]([O:20][C:21](=[O:22])[CH3:23])[O:24][C:25](=[O:26])[CH3:27])(=[O:28])[CH3:29].[C:31](=[O:32])([OH:33])[O-:34].[CH3:10][O:11][CH:12]([CH:13]=[O:14])[O:15][CH3:16].[CH3:41][CH2:42][O:43][C:44](=[O:45])[CH3:46].[F:1][c:2]1[cH:3][cH:4][c:5]([CH2:6][NH2:7])[cH:8][cH:9]1.[Na+:30].[Na+:35].[O:36]1[CH2:37][CH2:38][CH2:39][CH2:40]1>>[F:1][c:2]1[cH:3][cH:4][c:5]([CH2:6][NH:7][CH2:13][CH:12]([O:11][CH3:10])[O:15][CH3:16])[cH:8][cH:9]1. Product: BrC1=C(C=C(C(=O)OC)C=C1OS(=O)(=O)C(F)(F)F)O (Methyl 4-bromo-3-hydroxy-5-{[(trifluoromethyl)sulfonyl]oxy}benzoate). Reaction conditions: temperature 60 celsius, time 3 hour. RXN SMILES: C(=O)([O-])[O-].[Cs+].[Cs+].[Br:7][C:8]1[C:17]([O:18][S:19]([C:22]([F:25])([F:24])[F:23])(=[O:21])=[O:20])=[CH:16][C:11]([C:12]([O:14][CH3:15])=[O:13])=[CH:10][C:9]=1[O:26]S(C(F)(F)F)(=O)=O>COCCOC>[Br:7][C:8]1[C:17]([O:18][S:19]([C:22]([F:23])([F:24])[F:25])(=[O:20])=[O:21])=[CH:16][C:11]([C:12]([O:14][CH3:15])=[O:13])=[CH:10][C:9]=1[OH:26] |f:0.1.2|. Starting materials: C([O-])([O-])=O.[Cs+].[Cs+] (cesium carbonate), BrC1=C(C=C(C(=O)OC)C=C1OS(=O)(=O)C(F)(F)F)OS(=O)(=O)C(F)(F)F (methyl 4-bromo-3,5-bis{[(trifluoromethyl)sulfonyl]oxy}benzoate). Reported procedure: In a 1-liter egg plant-type flask, cesium carbonate (24.8 g, 76.3 mmol) was added to a DME (200 mL) solution of methyl 4-bromo-3,5-bis{[(trifluoromethyl)sulfonyl]oxy}benzoate (26.0 g), and stirred at 60° C. for 3 hours. DME was removed under reduced pressure, the residue was diluted with ethyl acetate, washed with water and saturated saline water in that order, dried with sodium sulfate, filtered and concentrated to obtain a crude product as a brown solid. This was washed with a mixed solvent of... Solvent: COCCOC (DME). Reported procedure: A solution of 5-(4-(1-(4-methoxybenzyl)-1H-pyrazol-4-yl)pyrimidin-2-yloxy)-2-fluoro-4-methylbenzenamine (0.5 g, 1.2 mmol) in dichloromethane (20 mL) was treated with TFA (5 mL) at 0° C. The mixture was then stirred at RT for 12 h. The solvent was removed in vacuo, the residue was washed with ether and treated with saturated ammonia solution. The solid was collected via filtration and dried under vacuum to give 5-(4-(1H-pyrazol-4-yl)pyrimidin-2-yloxy)-2-fluoro-4-methylbenzenamine (240 mg, 68%, yi... The yield is 70.1%. Reaction SMILES: COC1C=CC(C[N:8]2[CH:12]=[C:11]([C:13]3[CH:18]=[CH:17][N:16]=[C:15]([O:19][C:20]4[C:21]([CH3:28])=[CH:22][C:23]([F:27])=[C:24]([NH2:26])[CH:25]=4)[N:14]=3)[CH:10]=[N:9]2)=CC=1.C(O)(C(F)(F)F)=O>ClCCl>[NH:8]1[CH:12]=[C:11]([C:13]2[CH:18]=[CH:17][N:16]=[C:15]([O:19][C:20]3[C:21]([CH3:28])=[CH:22][C:23]([F:27])=[C:24]([NH2:26])[CH:25]=3)[N:14]=2)[CH:10]=[N:9]1. Yields the product N1N=CC(=C1)C1=NC(=NC=C1)OC=1C(=CC(=C(C1)N)F)C (5-(4-(1H-pyrazol-4-yl)pyrimidin-2-yloxy)-2-fluoro-4-methylbenzenamine). Starting materials: COC1=CC=C(CN2N=CC(=C2)C2=NC(=NC=C2)OC=2C(=CC(=C(C2)N)F)C)C=C1 (5-(4-(1-(4-methoxybenzyl)-1H-pyrazol-4-yl)pyrimidin-2-yloxy)-2-fluoro-4-methylbenzenamine), C(=O)(C(F)(F)F)O (TFA). Run at time 12 hour. Solvent: ClCCl (dichloromethane). The reactants are [OH-].[Na+] (sodium hydroxide), COC1=C(C=CC(=C1)C(=O)OC)OC1=CC2=C(CCN(CC2)C(=O)OC(C)(C)C)C=C1 (1,1-Dimethylethyl 7-({2-(methyloxy)-4-[(methyloxy)carbonyl]phenyl}oxy)-1,2,4,5-tetrahydro-3H-3-benzazepine-3-carboxylate), Cl (hydrochloric acid). Solvent: C(C)O (ethanol). Run at time 1.5 hour. The product is CC(C)(C)OC(=O)N1CCC2=C(CC1)C=CC(=C2)OC2=C(C=C(C(=O)O)C=C2)OC (4-[(3-{[(1,1-Dimethylethyl)oxy]carbonyl}-2,3,4,5-tetrahydro-1H-3-benzazepin-7-yl)oxy]-3-(methyloxy)benzoic acid). Isolated yield 64.8%. RXN SMILES: [CH3:1][O:2][C:3]1[CH:8]=[C:7]([C:9]([O:11]C)=[O:10])[CH:6]=[CH:5][C:4]=1[O:13][C:14]1[CH:31]=[CH:30][C:17]2[CH2:18][CH2:19][N:20]([C:23]([O:25][C:26]([CH3:29])([CH3:28])[CH3:27])=[O:24])[CH2:21][CH2:22][C:16]=2[CH:15]=1.[OH-].[Na+].Cl>C(O)C>[CH3:29][C:26]([O:25][C:23]([N:20]1[CH2:19][CH2:18][C:17]2[CH:30]=[CH:31][C:14]([O:13][C:4]3[CH:5]=[CH:6][C:7]([C:9]([OH:11])=[O:10])=[CH:8][C:3]=3[O:2][CH3:1])=[CH:15][C:16]=2[CH2:22][CH2:21]1)=[O:24])([CH3:27])[CH3:28] |f:1.2|. Reported procedure: 1,1-Dimethylethyl 7-({2-(methyloxy)-4-[(methyloxy)carbonyl]phenyl}oxy)-1,2,4,5-tetrahydro-3H-3-benzazepine-3-carboxylate (E264, Step 3) (240 mg, 0.56 mmol) was dissolved in ethanol (2 ml), treated with 2M sodium hydroxide (1 ml) and the resulting mixture was stirred for 1.5 hours. The mixture was acidified with 2M hydrochloric acid and extracted with ethyl acetate. The ethyl acetate layers were combined, dried under magnesium sulfate and evaporated in vacuo to afford the title compound (0.15 g);...